This data is from the Open Reaction Database (ORD), a public repository of structured organic reaction records. The task is: describe an organic reaction: reactants, conditions, products, and yield The reactants are COCCOCOc1ccc(C=CC(=O)NCc2cccnc2)cc1, CO, Cl. Yields the product Cl, O=C(C=Cc1ccc(O)cc1)NCc1cccnc1. RXN SMILES: [CH3:1][O:2][CH2:3][CH2:4][O:5][CH2:6][O:7][c:8]1[cH:9][cH:10][c:11]([CH:14]=[CH:15][C:16](=[O:17])[NH:18][CH2:19][c:20]2[cH:21][n:22][cH:23][cH:24][cH:25]2)[cH:12][cH:13]1.[CH3:27][OH:28].[ClH:26]>>[ClH:26].[OH:7][c:8]1[cH:9][cH:10][c:11]([CH:14]=[CH:15][C:16](=[O:17])[NH:18][CH2:19][c:20]2[cH:21][n:22][cH:23][cH:24][cH:25]2)[cH:12][cH:13]1. Reactants: O=C([O-])[O-], BrCc1ccccc1, CC#N, [K+], [K+], COCOc1ccc(C=O)c(O)c1. The product is COCOc1ccc(C=O)c(OCc2ccccc2)c1. Reaction SMILES: [C:1](=[O:2])([O-:3])[O-:4].[CH2:20]([c:21]1[cH:22][cH:23][cH:24][cH:25][cH:26]1)[Br:27].[CH3:28][C:29]#[N:30].[K+:5].[K+:6].[OH:7][c:8]1[c:9]([CH:10]=[O:11])[cH:12][cH:13][c:14]([O:16][CH2:17][O:18][CH3:19])[cH:15]1>>[O:7]([c:8]1[c:9]([CH:10]=[O:11])[cH:12][cH:13][c:14]([O:16][CH2:17][O:18][CH3:19])[cH:15]1)[CH2:20][c:21]1[cH:22][cH:23][cH:24][cH:25][cH:26]1. The reactants are CC1(C)CC=C(c2cc(Br)ccc2N)CC1, C[Si](C)(C)CCOCn1cc(C#N)nc1C(=O)[O-], CCN(C(C)C)C(C)C, ClCCl, [K+]. Yields the product CC1(C)CC=C(c2cc(Br)ccc2NC(=O)c2nc(C#N)cn2COCC[Si](C)(C)C)CC1. RXN SMILES: [Br:1][c:2]1[cH:3][c:4]([C:9]2=[CH:10][CH2:11][C:12]([CH3:15])([CH3:16])[CH2:13][CH2:14]2)[c:5]([NH2:8])[cH:6][cH:7]1.[C:18](#[N:19])[c:20]1[n:21][c:22]([C:33](=[O:34])[O-:35])[n:23]([CH2:25][O:26][CH2:27][CH2:28][Si:29]([CH3:30])([CH3:31])[CH3:32])[cH:24]1.[CH:36]([N:37]([CH2:38][CH3:39])[CH:40]([CH3:41])[CH3:42])([CH3:43])[CH3:44].[Cl:45][CH2:46][Cl:47].[K+:17]>>[Br:1][c:2]1[cH:3][c:4]([C:9]2=[CH:10][CH2:11][C:12]([CH3:15])([CH3:16])[CH2:13][CH2:14]2)[c:5]([NH:8][C:33]([c:22]2[n:21][c:20]([C:18]#[N:19])[cH:24][n:23]2[CH2:25][O:26][CH2:27][CH2:28][Si:29]([CH3:30])([CH3:31])[CH3:32])=[O:34])[cH:6][cH:7]1. Reactants: C(#C)[Si](C)(C)C (ethynyl-trimethyl-silane), IC1=CC=C(OCCN2CCCC2)C=C1 (1-[2-(4-iodo-phenoxy)-ethyl]-pyrrolidine), tetrakis-triphenylphosphane palladium. Reagents/catalysts: [Cu]I (CuI). The solvent is N1CCCCC1 (piperidine). Run at time 30 minute. Yields the product C[Si](C)(C)C#CC1=CC=C(OCCN2CCCC2)C=C1 (1-[2-(4-trimethylsilanylethynyl-phenoxy)-ethyl]-pyrrolidine). Reaction SMILES: [C:1]([Si:3]([CH3:6])([CH3:5])[CH3:4])#[CH:2].I[C:8]1[CH:21]=[CH:20][C:11]([O:12][CH2:13][CH2:14][N:15]2[CH2:19][CH2:18][CH2:17][CH2:16]2)=[CH:10][CH:9]=1>N1CCCCC1.[Cu]I>[CH3:4][Si:3]([C:1]#[C:2][C:8]1[CH:21]=[CH:20][C:11]([O:12][CH2:13][CH2:14][N:15]2[CH2:19][CH2:18][CH2:17][CH2:16]2)=[CH:10][CH:9]=1)([CH3:6])[CH3:5]. Reported procedure: Under a nitrogen atmosphere 7.0 mL (49.5 mmol) ethynyl-trimethyl-silane is slowly added to a mixture of 14.3 g (45 mmol) 1-[2-(4-iodo-phenoxy)-ethyl]-pyrrolidine, 1.04 g (0.9 mmol) tetrakis-triphenylphosphane-palladium and 171 mg (0.4 mmol) CuI in 140 mL piperidine (exothermic reaction) and stirred for 30 minutes. The solvent is distilled off i.vac., the residue is taken up in water, exhaustively extracted with EtOAc and dried over Na2SO4. After the desiccant and solvent have been eliminated the... Starting materials: Nc1nc2c(Br)cccn2n1, CS(C)=O, [Cu]I, O, Oc1ccccc1, O=C(O)c1ccccn1. The product is Nc1nc2c(Oc3ccccc3)cccn2n1. RXN SMILES: [Br:1][c:2]1[c:3]2[n:4]([cH:5][cH:6][cH:7]1)[n:8][c:9]([NH2:11])[n:10]2.[CH3:29][S:30]([CH3:31])=[O:32].[Cu:33][I:34].[OH2:28].[OH:12][c:13]1[cH:14][cH:15][cH:16][cH:17][cH:18]1.[OH:19][C:20]([c:21]1[n:22][cH:23][cH:24][cH:25][cH:26]1)=[O:27]>>[c:2]1([O:12][c:13]2[cH:14][cH:15][cH:16][cH:17][cH:18]2)[c:3]2[n:4]([cH:5][cH:6][cH:7]1)[n:8][c:9]([NH2:11])[n:10]2. The product is C1(CCCC1)N1C2=C(N(C(C(C1)(F)F)=O)C)C=NC(=N2)NC2=C(C=C(C(=O)NC1CCN(CC1)C)C=C2)F (4-(9-cyclopentyl-7,7-difluoro-5-methyl-6-oxo-6,7,8,9-tetrahydro-5H-pyrimido[4,5-b][1,4]diazepin-2-ylamino)-3-fluoro-N-(1-methyl-piperidin-4-yl)-benzamide). Isolated yield 50.9%. Conditions: time 1 hour. The reactants are 1-(di-1-pyrrolidinylmethylene)-1H-benzotriazolium 3-oxide hexafluorophosphate, C1(CCCC1)N1C2=C(N(C(C(C1)(F)F)=O)C)C=NC(=N2)NC2=C(C=C(C(=O)O)C=C2)F (4-(9-cyclopentyl-7,7-difluoro-5-methyl-6-oxo-6,7,8,9-tetrahydro-5H-pyrimido[4,5-b][1,4]diazepin-2-ylamino)-3-fluoro-benzoic acid), C(C)N(C(C)C)C(C)C (ethyldiisopropyl amine), NC1CCN(CC1)C (4-amino-1-methyl-piperidine). Procedure: To a mixture of 0.11 g (0.24 mmole) of 4-(9-cyclopentyl-7,7-difluoro-5-methyl-6-oxo-6,7,8,9-tetrahydro-5H-pyrimido[4,5-b][1,4]diazepin-2-ylamino)-3-fluoro-benzoic acid (I-182), 0.17 mL (0.96 mmole) of ethyldiisopropyl amine, 0.030 g (0.26 mmole) of 4-amino-1-methyl-piperidine and 3.0 mL of dimethylformamide was added 0.11 g (0.26 mmole) of 1-(di-1-pyrrolidinylmethylene)-1H-benzotriazolium 3-oxide hexafluorophosphate. The mixture was stirred at room temperature for 1 hour, then diluted with 10 mL... The solvent is CN(C=O)C (dimethylformamide), ice water. Reaction SMILES: [CH:1]1([N:6]2[CH2:12][C:11]([F:14])([F:13])[C:10](=[O:15])[N:9]([CH3:16])[C:8]3[CH:17]=[N:18][C:19]([NH:21][C:22]4[CH:30]=[CH:29][C:25]([C:26](O)=[O:27])=[CH:24][C:23]=4[F:31])=[N:20][C:7]2=3)[CH2:5][CH2:4][CH2:3][CH2:2]1.C(N(C(C)C)C(C)C)C.[NH2:41][CH:42]1[CH2:47][CH2:46][N:45]([CH3:48])[CH2:44][CH2:43]1>CN(C)C=O>[CH:1]1([N:6]2[CH2:12][C:11]([F:14])([F:13])[C:10](=[O:15])[N:9]([CH3:16])[C:8]3[CH:17]=[N:18][C:19]([NH:21][C:22]4[CH:30]=[CH:29][C:25]([C:26]([NH:41][CH:42]5[CH2:47][CH2:46][N:45]([CH3:48])[CH2:44][CH2:43]5)=[O:27])=[CH:24][C:23]=4[F:31])=[N:20][C:7]2=3)[CH2:2][CH2:3][CH2:4][CH2:5]1.